describe an organic reaction: reactants, conditions, products, and yield From a dataset of the Open Reaction Database (ORD), a public repository of structured organic reaction records. The reactants are Clc1ccccc1, O=C(Cl)c1c(F)cccc1F, Nc1nc2ccc(OC(F)(F)F)cc2s1. Product: O=C(Nc1nc2ccc(OC(F)(F)F)cc2s1)c1c(F)cccc1F. As a reaction SMILES: [Cl:27][c:28]1[cH:29][cH:30][cH:31][cH:32][cH:33]1.[F:16][c:17]1[c:18]([C:19](=[O:20])[Cl:21])[c:22]([F:26])[cH:23][cH:24][cH:25]1.[NH2:1][c:2]1[s:3][c:4]2[c:5]([n:6]1)[cH:7][cH:8][c:9]([O:11][C:12]([F:13])([F:14])[F:15])[cH:10]2>>[NH:1]([c:2]1[s:3][c:4]2[c:5]([n:6]1)[cH:7][cH:8][c:9]([O:11][C:12]([F:13])([F:14])[F:15])[cH:10]2)[C:19]([c:18]1[c:17]([F:16])[cH:25][cH:24][cH:23][c:22]1[F:26])=[O:20]. Reactants: N(C(=O)C)C1=C(C=C(NCC)C=C1)C (4-acetamino-3-methyl-N-ethylaniline), 52g, CS(=O)(=O)NCCCl (βmethanesulfonamidoethyl chloride), C(O)([O-])=O.[Na+] (sodium hydrogen carbonate), 70g, O (water). The solvent is CO (methanol). Yields the product N(C(=O)C)C1=C(C=C(N(CC)CCNS(=O)(=O)C)C=C1)C (4-acetamino-3-methyl-N-(β-methanesulfonamidoethyl)-N-ethylaniline). RXN SMILES: [NH:1]([C:5]1[CH:13]=[CH:12][C:8]([NH:9][CH2:10][CH3:11])=[CH:7][C:6]=1[CH3:14])[C:2]([CH3:4])=[O:3].[CH3:15][S:16]([NH:19][CH2:20][CH2:21]Cl)(=[O:18])=[O:17].C(=O)([O-])O.[Na+].O>CO>[NH:1]([C:5]1[CH:13]=[CH:12][C:8]([N:9]([CH2:21][CH2:20][NH:19][S:16]([CH3:15])(=[O:18])=[O:17])[CH2:10][CH3:11])=[CH:7][C:6]=1[CH3:14])[C:2]([CH3:4])=[O:3] |f:2.3|. Procedure: A mixture of 57.6g of 4-acetamino-3-methyl-N-ethylaniline, 52g of βmethanesulfonamidoethyl chloride, 27.7g of sodium hydrogen carbonate, 70g of water and 70ml of methanol were refluxed for 5 hours, and thereafter the methanol was distilled out under reduced pressure. Water was added to the reaction system and an oily product separated out. This oily product was poured into ethyl acetate and cooled to obtain white 4-acetamino-3-methyl-N-(β-methanesulfonamidoethyl)-N-ethylaniline. Starting materials: C1CCOC1, CC1(C(=O)[O-])CCN(C(=O)OCc2ccccc2)C1, C[Si](C)(C)[N-][Si](C)(C)C, CI, [Cl-], [Li+], [NH4+]. Product: COC(=O)C1(C)CCN(C(=O)OCc2ccccc2)C1. Reaction SMILES: [CH2:34]1[O:35][CH2:36][CH2:37][CH2:38]1.[CH3:11][C:12]1([C:27](=[O:28])[O-:29])[CH2:13][N:14]([C:17](=[O:18])[O:19][CH2:20][c:21]2[cH:22][cH:23][cH:24][cH:25][cH:26]2)[CH2:15][CH2:16]1.[CH3:1][Si:2]([N-:3][Si:4]([CH3:5])([CH3:6])[CH3:7])([CH3:8])[CH3:9].[CH3:30][I:31].[Cl-:32].[Li+:10].[NH4+:33]>>[CH3:11][C:12]1([C:27](=[O:28])[O:29][CH3:30])[CH2:13][N:14]([C:17](=[O:18])[O:19][CH2:20][c:21]2[cH:22][cH:23][cH:24][cH:25][cH:26]2)[CH2:15][CH2:16]1. Starting materials: FC(C1=CC=C(OC2=CC=C(C=C2)O)C=C1)(F)F (4-(4-trifluoromethylphenoxy)phenol), ClC(C(=O)OCC)C (ethyl α-chloropropionate), C([O-])([O-])=O.[K+].[K+] (potassium carbonate). Run in C(C)C(=O)C (methyl ethyl ketone). Run at time 10 hour. The product is FC(C1=CC=C(OC2=CC=C(OC(C(=O)OCC)C)C=C2)C=C1)(F)F (Ethyl α-[4-(4-Trifluoromethylphenoxy)phenoxy]propionate). The yield is 53.7%. Reaction SMILES: [F:1][C:2]([F:18])([F:17])[C:3]1[CH:16]=[CH:15][C:6]([O:7][C:8]2[CH:13]=[CH:12][C:11]([OH:14])=[CH:10][CH:9]=2)=[CH:5][CH:4]=1.Cl[CH:20]([CH3:26])[C:21]([O:23][CH2:24][CH3:25])=[O:22].C(=O)([O-])[O-].[K+].[K+]>C(C(C)=O)C>[F:1][C:2]([F:17])([F:18])[C:3]1[CH:16]=[CH:15][C:6]([O:7][C:8]2[CH:9]=[CH:10][C:11]([O:14][CH:20]([CH3:26])[C:21]([O:23][CH2:24][CH3:25])=[O:22])=[CH:12][CH:13]=2)=[CH:5][CH:4]=1 |f:2.3.4|. Procedure details: A solution of 73.5 g of 4-(4-trifluoromethylphenoxy)phenol and 49.2 g of ethyl α-chloropropionate and 100 g of potassium carbonate were added to 100 ml of methyl ethyl ketone, and the mixture was heated. With stirring, the reaction was performed for 10 hours at the reflux temperature (80° to 85° C.). Inorganic salts were separated from the reaction product by filtration. The filtrate was evaporated and dried. The resulting ester was extracted with chloroform, and washed with water. The chlorofor... Reactants: ClC1=CC=C(C=C1)[C@@H]1N=C(N[C@@H]1C1=CC=C(C=C1)Cl)C1=C(C=CC=C1)OCC (cis-4,5-Bis-(4-chloro-phenyl)-2-(2-ethoxy-phenyl)-4,5-dihydro-1H-imidazole), C(=O)(Cl)Cl (phosgene). Product: ClC1=CC=C(C=C1)[C@@H]1N=C(N([C@@H]1C1=CC=C(C=C1)Cl)C(=O)Cl)C1=C(C=CC=C1)OCC ((4S,5R)-4,5-Bis-(4-chloro-phenyl)-2-(2-ethoxy-phenyl)-4,5-dihydro-imidazole-1-carbonyl chloride). RXN SMILES: [Cl:1][C:2]1[CH:7]=[CH:6][C:5]([C@H:8]2[C@@H:12]([C:13]3[CH:18]=[CH:17][C:16]([Cl:19])=[CH:15][CH:14]=3)[NH:11][C:10]([C:20]3[CH:25]=[CH:24][CH:23]=[CH:22][C:21]=3[O:26][CH2:27][CH3:28])=[N:9]2)=[CH:4][CH:3]=1.[C:29](Cl)([Cl:31])=[O:30]>>[Cl:1][C:2]1[CH:3]=[CH:4][C:5]([C@H:8]2[C@@H:12]([C:13]3[CH:18]=[CH:17][C:16]([Cl:19])=[CH:15][CH:14]=3)[N:11]([C:29]([Cl:31])=[O:30])[C:10]([C:20]3[CH:25]=[CH:24][CH:23]=[CH:22][C:21]=3[O:26][CH2:27][CH3:28])=[N:9]2)=[CH:6][CH:7]=1. Reported procedure: (4S,5R)-4,5-Bis-(4-chloro-phenyl)-2-(2-ethoxy-phenyl)-4,5-dihydro-imidazole-1-carbonyl chloride was prepared from 4,5-bis-(4-chloro-phenyl)-2-(2-ethoxy-phenyl)-4,5-dihydro-imidazole (example 1) and phosgene in an analogous manner as described in example 6. Starting materials: O (Water), COC(=O)C=1C2=C(N=C(C1)C1=CC=C(C=C1)O)NN=C2C2CC2 (3-cyclopropyl-6-(4-hydroxy-phenyl)-1H-pyrazolo[3,4-b]pyridine-4-carboxylic acid methyl ester), O1CCCC=C1 (3,4-dihydro-2H-pyran), O.C1(=CC=C(C=C1)S(=O)(=O)O)C (p-toluenesulfonic acid monohydrate). Run in C1CCOC1 (THF). Product: COC(=O)C=1C2=C(N=C(C1)C1=CC=C(C=C1)O)N(N=C2C2CC2)C2OCCCC2 (3-Cyclopropyl-6-(4-hydroxy-phenyl)-1-(tetrahydro-pyran-2-yl)-1H-pyrazolo[3,4-b]pyridine-4-carboxylic acid methyl ester). Yield: 69.5%. RXN SMILES: [CH3:1][O:2][C:3]([C:5]1[C:6]2[C:20]([CH:21]3[CH2:23][CH2:22]3)=[N:19][NH:18][C:7]=2[N:8]=[C:9]([C:11]2[CH:16]=[CH:15][C:14]([OH:17])=[CH:13][CH:12]=2)[CH:10]=1)=[O:4].[O:24]1[CH:29]=[CH:28][CH2:27][CH2:26][CH2:25]1.O.C1(C)C=CC(S(O)(=O)=O)=CC=1.O>C1COCC1>[CH3:1][O:2][C:3]([C:5]1[C:6]2[C:20]([CH:21]3[CH2:23][CH2:22]3)=[N:19][N:18]([CH:25]3[CH2:26][CH2:27][CH2:28][CH2:29][O:24]3)[C:7]=2[N:8]=[C:9]([C:11]2[CH:12]=[CH:13][C:14]([OH:17])=[CH:15][CH:16]=2)[CH:10]=1)=[O:4] |f:2.3|. Procedure details: A mixture of 3-cyclopropyl-6-(4-hydroxy-phenyl)-1H-pyrazolo[3,4-b]pyridine-4-carboxylic acid methyl ester (12.9 g), 3,4-dihydro-2H-pyran (5.26 g) and p-toluenesulfonic acid monohydrate (2.38 g) in THF (300 mL) was stirred at r.t. until the reaction was complete. Water was added and the mixture was extracted with ethyl acetate, the combined organic phases were washed with water and brine, dried over magnesium sulfate and concentrated. The residue was chromatographed over a short path column (hept... The reactants are C(C)OC(=O)[C@H]1[C@H](CCC1)NCC1=CC=C(C=C1)F (cis-2-(4-fluoro-benzylamino)-cyclopentanecarboxylic acid ethyl ester), CS(=O)(=O)NC1=CC2=C(NC(=CS2(=O)=O)CC(=O)O)C=C1 ((7-methanesulfonylamino-1,1-dioxo-1,4-dihydro-1λ6-benzo[1,4]thiazin-3-yl)-acetic acid), Cl.CN(CCCN=C=NCC)C (1-(3-dimethylaminopropyl)-3-ethylcarbodiimide hydrochloride), CN1CCOCC1 (N-methylmorpholine), oil, [H-].[Na+] (sodium hydride). Run in CN(C=O)C (N,N-dimethylformamide), Cl (hydrochloric acid). Conditions: temperature 25 celsius, time 1 hour. Yields the product FC1=CC=C(CN2C(C(=C([C@@H]3CCC[C@H]23)O)C2=CS(C3=C(N2)C=CC(=C3)NS(=O)(=O)C)(=O)=O)=O)C=C1 (cis-N-{3-[1-(4-fluoro-benzyl)-4-hydroxy-2-oxo-2,4a,5,6,7,7a-hexahydro-1H-[1]pyrindin-3-yl]-1,1-dioxo-1,4-dihydro-1λ6-benzo[1,4]thiazin-7-yl}-methanesulfonamide). The yield is 21.3%. As a reaction SMILES: C(O[C:4]([C@@H:6]1[CH2:10][CH2:9][CH2:8][C@@H:7]1[NH:11][CH2:12][C:13]1[CH:18]=[CH:17][C:16]([F:19])=[CH:15][CH:14]=1)=[O:5])C.[CH3:20][S:21]([NH:24][C:25]1[CH:40]=[CH:39][C:28]2[NH:29][C:30]([CH2:35][C:36](O)=[O:37])=[CH:31][S:32](=[O:34])(=[O:33])[C:27]=2[CH:26]=1)(=[O:23])=[O:22].Cl.CN(C)CCCN=C=NCC.CN1CCOCC1.[H-].[Na+]>CN(C)C=O.Cl>[F:19][C:16]1[CH:15]=[CH:14][C:13]([CH2:12][N:11]2[C@@H:7]3[C@@H:6]([CH2:10][CH2:9][CH2:8]3)[C:4]([OH:5])=[C:35]([C:30]3[NH:29][C:28]4[CH:39]=[CH:40][C:25]([NH:24][S:21]([CH3:20])(=[O:23])=[O:22])=[CH:26][C:27]=4[S:32](=[O:33])(=[O:34])[CH:31]=3)[C:36]2=[O:37])=[CH:18][CH:17]=1 |f:2.3,5.6|. Reported procedure: A solution of cis-2-(4-fluoro-benzylamino)-cyclopentanecarboxylic acid ethyl ester (prepared as described in Example 11, 154 mg, 0.580 mmol), (7-methanesulfonylamino-1,1-dioxo-1,4-dihydro-1λ6-benzo[1,4]thiazin-3-yl)-acetic acid (175 mg, 0.527 mmol), and 1-(3-dimethylaminopropyl)-3-ethylcarbodiimide hydrochloride (117 mg, 0.609 mmol) in anhydrous N,N-dimethylformamide (6 mL) was treated with N-methylmorpholine (123 mg, 134 μL, 1.22 mmol). The reaction was stirred for 1 h at 25° C., diluted with 1... Reported procedure: Reaction of 4-nitrobenzoyl chloride (6.5 g., 0.035 mole) and 2-(o-aminophenethyl)-1-methylpiperidine (6.0 g., 0.0275 mole) in 35 ml. of pyridine according to the method of Example 25 provides 2'-[2-(1-methyl-2-piperidyl)ethyl]-4-nitrobenzanilide. Crystallization from ethyl acetate provides analytically pure material, m.p. 162°-163.5° C. Yields the product CN1C(CCCC1)CCC1=C(NC(C2=CC=C(C=C2)[N+](=O)[O-])=O)C=CC=C1 (2'-[2-(1-methyl-2-piperidyl)ethyl]-4-nitrobenzanilide). Run in N1=CC=CC=C1 (pyridine). Reaction SMILES: [N+:1]([C:4]1[CH:12]=[CH:11][C:7]([C:8](Cl)=[O:9])=[CH:6][CH:5]=1)([O-:3])=[O:2].[NH2:13][C:14]1[CH:28]=[CH:27][CH:26]=[CH:25][C:15]=1[CH2:16][CH2:17][CH:18]1[CH2:23][CH2:22][CH2:21][CH2:20][N:19]1[CH3:24]>N1C=CC=CC=1>[CH3:24][N:19]1[CH2:20][CH2:21][CH2:22][CH2:23][CH:18]1[CH2:17][CH2:16][C:15]1[CH:25]=[CH:26][CH:27]=[CH:28][C:14]=1[NH:13][C:8](=[O:9])[C:7]1[CH:11]=[CH:12][C:4]([N+:1]([O-:3])=[O:2])=[CH:5][CH:6]=1. Reactants: [N+](=O)([O-])C1=CC=C(C(=O)Cl)C=C1 (4-nitrobenzoyl chloride), NC1=C(CCC2N(CCCC2)C)C=CC=C1 (2-(o-aminophenethyl)-1-methylpiperidine).